Dataset: the Open Reaction Database (ORD), a public repository of structured organic reaction records. Task: describe an organic reaction: reactants, conditions, products, and yield Reactants: BrC=1C=CC2=C(C(=C(S2)S(=O)(=O)Cl)C)C1 (5-bromo-3-methyl-benzothiophene-2-sulfonyl chloride), BrC=1C=CC2=C(C(=C(S2)S(=O)(=O)Cl)C)C1 (5-bromo-3-methyl-benzothiophene-2-sulfonyl chloride), NC=1C=C(C(=O)OCC)C=CC1 (ethyl 3-aminobenzoate), N1=CC=CC=C1 (pyridine). Solvent: C(Cl)Cl (CH2Cl2), C(Cl)Cl (CH2Cl2). Product: BrC=1C=CC2=C(C(=C(S2)S(=O)(=O)NC=2C=C(C(=O)OCC)C=CC2)C)C1 (Ethyl 3-{[(5-bromo-3-methyl-1-benzothiophen-2-yl)sulfonyl]amino}benzoate). Isolated yield 35.9%. As a reaction SMILES: [Br:1][C:2]1[CH:3]=[CH:4][C:5]2[S:9][C:8]([S:10](Cl)(=[O:12])=[O:11])=[C:7]([CH3:14])[C:6]=2[CH:15]=1.[NH2:16][C:17]1[CH:18]=[C:19]([CH:25]=[CH:26][CH:27]=1)[C:20]([O:22][CH2:23][CH3:24])=[O:21].N1C=CC=CC=1>C(Cl)Cl>[Br:1][C:2]1[CH:3]=[CH:4][C:5]2[S:9][C:8]([S:10]([NH:16][C:17]3[CH:18]=[C:19]([CH:25]=[CH:26][CH:27]=3)[C:20]([O:22][CH2:23][CH3:24])=[O:21])(=[O:12])=[O:11])=[C:7]([CH3:14])[C:6]=2[CH:15]=1. Reported procedure: A solution of 5-bromo-3-methyl-benzothiophene-2-sulfonyl chloride (Intermediate 10) (1.00 g, 3.26 mmol), ethyl 3-aminobenzoate (550 mg, 3.33.mmol) and pyridine (3 mL) in CH2Cl2 (150 mL) was stirred at room temperature overnight. The reaction was diluted with CH2Cl2, washed with water and aqueous HCl, dried and concentrated. The residue was purified on silica, using CH2Cl2 as eluent, resulting in 532 mg (36%) of the title compound. 1H NMR (400 MHz, CDCl3) δ ppm 1.34 (t, J=7.09 Hz, 3 H) 2.44 (s, 3...